Dataset: the Open Reaction Database (ORD), a public repository of structured organic reaction records. Task: describe an organic reaction: reactants, conditions, products, and yield Starting materials: CO, CC(=O)Nc1c(Cl)cc(C(C)=O)c2c1OCCO2, [Na+], [OH-]. The product is CC(=O)c1cc(Cl)c(N)c2c1OCCO2. RXN SMILES: [CH3:21][OH:22].[Cl:1][c:2]1[c:3]([NH:15][C:16]([CH3:17])=[O:18])[c:4]2[c:5]([c:6]([C:8]([CH3:9])=[O:10])[cH:7]1)[O:11][CH2:12][CH2:13][O:14]2.[Na+:20].[OH-:19]>>[Cl:1][c:2]1[c:3]([NH2:15])[c:4]2[c:5]([c:6]([C:8]([CH3:9])=[O:10])[cH:7]1)[O:11][CH2:12][CH2:13][O:14]2. Reactants: FC1CN(C1)C1=C2C(=NC=N1)N(N=C2C=2C=NN(C2)C)C (4-(3-Fluoroazetidin-1-yl)-1-methyl-3-(1-methyl-1H-pyrazol-4-yl)-1H-pyrazolo[3,4-d]pyrimidine), BrC1=CC=C(C=C1)C1CC1 (1-bromo-4-cyclopropylbenzene), C([O-])([O-])=O.[K+].[K+] (potassium carbonate). The reagents and catalysts are C(C)(=O)[O-].[Pd+2].C(C)(=O)[O-] (Palladium(II) acetate). The solvent is O1CCOCC1 (1,4-dioxane). Reaction conditions: temperature 100 celsius. Product: C1(CC1)C1=CC=C(C=C1)C1=C(C=NN1C)C1=NN(C2=NC=NC(=C21)N2CC(C2)F)C (3-[5-(4-cyclopropylphenyl)-1-methyl-1H-pyrazol-4-yl]-4-(3-fluoroazetidin-1-yl)-1-methyl-1H-pyrazolo[3,4-d]pyrimidine). As a reaction SMILES: [F:1][CH:2]1[CH2:5][N:4]([C:6]2[N:11]=[CH:10][N:9]=[C:8]3[N:12]([CH3:21])[N:13]=[C:14]([C:15]4[CH:16]=[N:17][N:18]([CH3:20])[CH:19]=4)[C:7]=23)[CH2:3]1.Br[C:23]1[CH:28]=[CH:27][C:26]([CH:29]2[CH2:31][CH2:30]2)=[CH:25][CH:24]=1.C(=O)([O-])[O-].[K+].[K+]>O1CCOCC1.C([O-])(=O)C.[Pd+2].C([O-])(=O)C>[CH:29]1([C:26]2[CH:27]=[CH:28][C:23]([C:19]3[N:18]([CH3:20])[N:17]=[CH:16][C:15]=3[C:14]3[C:7]4[C:8](=[N:9][CH:10]=[N:11][C:6]=4[N:4]4[CH2:3][CH:2]([F:1])[CH2:5]4)[N:12]([CH3:21])[N:13]=3)=[CH:24][CH:25]=2)[CH2:31][CH2:30]1 |f:2.3.4,6.7.8|. Procedure: 4-(3-Fluoroazetidin-1-yl)-1-methyl-3-(1-methyl-1H-pyrazol-4-yl)-1H-pyrazolo[3,4-d]pyrimidine (C11) (300 mg, 1.04 mmol), 1-bromo-4-cyclopropylbenzene (617 mg, 3.13 mmol), and potassium carbonate (289 mg, 2.09 mmol) were combined in 1,4-dioxane (7 mL). Palladium(II) acetate (98%, 50.2 mg, 0.219 mmol) was added, and the reaction mixture was heated at 100° C. for 48 hours. Solids were removed via filtration, and the filtrate was concentrated in vacuo. Purification using silica gel chromatography [Gr... Reaction conditions: temperature 100 celsius, time 9 hour. Reagents/catalysts: PCy3. The product is c3ccc(c2ccc1ccccc1c2)cc3. Reactants: COc2ccc1ccccc1c2 (substrate), C[Zn](C)(C)([Li])([Li])c1ccccc1 (effective_coupling_partner).